From a dataset of the Open Reaction Database (ORD), a public repository of structured organic reaction records. describe an organic reaction: reactants, conditions, products, and yield Reactants: CC1=CC=C(C=C1)C=1C=CC2=C(C=C(CC(O2)C2=CC=CC=C2)C(=O)NC2=CC=C(C=C2)CN2CCCCC2)C1 (7-(4-methylphenyl)-2-phenyl-N-(4-(piperidinomethyl)-phenyl)-2,3-dihydro-1-benzoxepine-4-carboxamide), CI (methyl iodide). The solvent is CN(C=O)C (dimethylformamide). Product: [I-].CC1=CC=C(C=C1)C=1C=CC2=C(C=C(CC(O2)C2=CC=CC=C2)C(=O)NC2=CC=C(C[N+]3(CCCCC3)C)C=C2)C1 (1-(N-(7-(4-methylphenyl)-2-phenyl-2,3-dihydro-1-benzoxepin-4-carbonyl)-4-aminobenzyl)-1-methyl-piperidinium iodide). Reaction SMILES: [CH3:1][C:2]1[CH:7]=[CH:6][C:5]([C:8]2[CH:9]=[CH:10][C:11]3[O:17][CH:16]([C:18]4[CH:23]=[CH:22][CH:21]=[CH:20][CH:19]=4)[CH2:15][C:14]([C:24]([NH:26][C:27]4[CH:32]=[CH:31][C:30]([CH2:33][N:34]5[CH2:39][CH2:38][CH2:37][CH2:36][CH2:35]5)=[CH:29][CH:28]=4)=[O:25])=[CH:13][C:12]=3[CH:40]=2)=[CH:4][CH:3]=1.[CH3:41][I:42]>CN(C)C=O>[I-:42].[CH3:1][C:2]1[CH:7]=[CH:6][C:5]([C:8]2[CH:9]=[CH:10][C:11]3[O:17][CH:16]([C:18]4[CH:23]=[CH:22][CH:21]=[CH:20][CH:19]=4)[CH2:15][C:14]([C:24]([NH:26][C:27]4[CH:28]=[CH:29][C:30]([CH2:33][N+:34]5([CH3:41])[CH2:35][CH2:36][CH2:37][CH2:38][CH2:39]5)=[CH:31][CH:32]=4)=[O:25])=[CH:13][C:12]=3[CH:40]=2)=[CH:4][CH:3]=1 |f:3.4|. Procedure: A solution of 7-(4-methylphenyl)-2-phenyl-N-(4-(piperidinomethyl)-phenyl)-2,3-dihydro-1-benzoxepine-4-carboxamide (0.08g) and methyl iodide (0.05ml) in dimethylformamide (15ml) was stirred at room temperature over night. The solvent was evaporated, and to the residue was added ethyl acetate. Precipitated crude crystal was filtered, which were recrystallized from ethanol-ethyl acetate to give 1-(N-(7-(4-methylphenyl)-2-phenyl-2,3-dihydro-1-benzoxepin-4-carbonyl)-4-aminobenzyl)-1-methyl-piperidini... The reactants are C1CCOC1, COC(=O)c1ccc(OCc2ccc(OC)c(OC)c2)c(Cl)c1, CO, O. The product is COc1ccc(COc2ccc(C(=O)O)cc2Cl)cc1OC. As a reaction SMILES: [CH2:24]1[O:25][CH2:26][CH2:27][CH2:28]1.[CH3:1][O:2][c:3]1[cH:4][c:5]([CH2:6][O:7][c:8]2[c:9]([Cl:18])[cH:10][c:11]([C:12](=[O:13])[O:14][CH3:15])[cH:16][cH:17]2)[cH:19][cH:20][c:21]1[O:22][CH3:23].[CH3:29][OH:30].[OH2:31]>>[CH3:1][O:2][c:3]1[cH:4][c:5]([CH2:6][O:7][c:8]2[c:9]([Cl:18])[cH:10][c:11]([C:12](=[O:13])[OH:14])[cH:16][cH:17]2)[cH:19][cH:20][c:21]1[O:22][CH3:23]. The product is O=C(C([C@H](CC(=O)O)O[Si](CC)(CC)CC)(C)C)[C@@H]([C@H]([C@H](CCC\C(=C/C[C@@H](\C(=C\C=1N=C(SC1)COC(=O)OCC(Cl)(Cl)Cl)\C)O)\C)C)OC(=O)OCC(Cl)(Cl)Cl)C ((3S,6R,7S,8S,12Z,15S,16E)-5-oxo-3-(triethylsilyloxy)-15-hydroxy-17-(2-(2,2,2-trichloroethoxycarbonyloxymethyl)thiazol-4-yl)-4,4,6,8,12,16-hexamethyl-7-(2,2,2-trichloroethoxycarbonyloxy)-heptadeca-12,16-dienoic acid). Reaction conditions: time 10 hour. Reactants: C(C)(C)(C)OC(C[C@@H](C(C([C@@H]([C@H]([C@H](CCC\C(=C/C[C@@H](\C(=C\C=1N=C(SC1)COC(=O)OCC(Cl)(Cl)Cl)\C)O[Si](CC)(CC)CC)\C)C)OC(=O)OCC(Cl)(Cl)Cl)C)=O)(C)C)O[Si](CC)(CC)CC)=O (tert-butyl(3S,6R,7S,8S,12Z,15S,16E)-5-oxo-3,15-bis(triethylsilyloxy)-17-(2-(2,2,2-trichloroethoxycarbonyloxymethyl)thiazol-4-yl)-4,4,6,8,12,16-hexamethyl-7-(2,2,2-trichloroethoxycarbonyloxy)-heptadeca-12,16-dienoate), N1=C(C=CC=C1C)C (2,6-lutidine), FC(S(=O)(=O)O[Si](CC)(CC)CC)(F)F (triethylsilyl trifluoromethanesulfonate), Cl (HCl), P(=O)([O-])([O-])[O-] (phosphate). Procedure: A solution of tert-butyl(3S,6R,7S,8S,12Z,15S,16E)-5-oxo-3,15-bis(triethylsilyloxy)-17-(2-(2,2,2-trichloroethoxycarbonyloxymethyl)thiazol-4-yl)-4,4,6,8,12,16-hexamethyl-7-(2,2,2-trichloroethoxycarbonyloxy)-heptadeca-12,16-dienoate (2.86 g) in 12 mL of CH2Cl2 is treated with 2,6-lutidine (0.86 mL) and triethylsilyl trifluoromethanesulfonate (0.98 g) at 0° C. for 30 minutes, then at ambient temperature for 10 hours. The mixture is diluted with 50 mL of ethyl acetate and poured into 20 mL of 1 N HCl... Solvent: C(Cl)Cl (CH2Cl2), C(C)(=O)OCC (ethyl acetate). Reaction SMILES: C([O:5][C:6](=[O:70])[CH2:7][C@H:8]([O:62][Si:63]([CH2:68][CH3:69])([CH2:66][CH3:67])[CH2:64][CH3:65])[C:9]([CH3:61])([CH3:60])[C:10](=[O:59])[C@H:11]([CH3:58])[C@@H:12]([O:49][C:50]([O:52][CH2:53][C:54]([Cl:57])([Cl:56])[Cl:55])=[O:51])[C@@H:13]([CH3:48])[CH2:14][CH2:15][CH2:16]/[C:17](/[CH3:47])=[CH:18]\[CH2:19][C@H:20]([O:39][Si](CC)(CC)CC)/[C:21](/[CH3:38])=[CH:22]/[C:23]1[N:24]=[C:25]([CH2:28][O:29][C:30]([O:32][CH2:33][C:34]([Cl:37])([Cl:36])[Cl:35])=[O:31])[S:26][CH:27]=1)(C)(C)C.N1C(C)=CC=CC=1C.FC(F)(F)S(O[Si](CC)(CC)CC)(=O)=O.Cl.P([O-])([O-])([O-])=O>C(Cl)Cl.C(OCC)(=O)C>[O:59]=[C:10]([C@H:11]([CH3:58])[C@@H:12]([O:49][C:50]([O:52][CH2:53][C:54]([Cl:55])([Cl:56])[Cl:57])=[O:51])[C@@H:13]([CH3:48])[CH2:14][CH2:15][CH2:16]/[C:17](/[CH3:47])=[CH:18]\[CH2:19][C@H:20]([OH:39])/[C:21](/[CH3:38])=[CH:22]/[C:23]1[N:24]=[C:25]([CH2:28][O:29][C:30]([O:32][CH2:33][C:34]([Cl:35])([Cl:36])[Cl:37])=[O:31])[S:26][CH:27]=1)[C:9]([CH3:61])([CH3:60])[C@@H:8]([O:62][Si:63]([CH2:68][CH3:69])([CH2:64][CH3:65])[CH2:66][CH3:67])[CH2:7][C:6]([OH:70])=[O:5]. The reactants are COC(=O)C(NC(=O)C1CC(OC)C(O[N+](=O)[O-])C1)C(C)C, CCO, [Na+], [OH-]. Yields the product COC1CC(C(=O)NC(C(=O)O)C(C)C)CC1O[N+](=O)[O-]. RXN SMILES: [CH3:1][O:2][CH:3]1[CH2:4][CH:5]([C:12](=[O:13])[NH:14][CH:15]([CH:16]([CH3:17])[CH3:18])[C:19](=[O:20])[O:21][CH3:22])[CH2:6][CH:7]1[O:8][N+:9](=[O:10])[O-:11].[CH3:25][CH2:26][OH:27].[Na+:24].[OH-:23]>>[CH3:1][O:2][CH:3]1[CH2:4][CH:5]([C:12](=[O:13])[NH:14][CH:15]([CH:16]([CH3:17])[CH3:18])[C:19](=[O:20])[OH:21])[CH2:6][CH:7]1[O:8][N+:9](=[O:10])[O-:11]. Starting materials: BrC=1C=C(SC1C)C1=NOC(C1)(C(F)(F)F)C1=CC(=CC(=C1)Cl)Cl (3-(4-bromo-5-methyl-thiophen-2-yl)-5-(3,5-dichloro-phenyl)-5-trifluoromethyl-4,5-dihydro-isoxazole), CN(C)C=O (DMF). Reagents/catalysts: C=1C=CC(=CC1)[P](C=2C=CC=CC2)(C=3C=CC=CC3)[Pd]([P](C=4C=CC=CC4)(C=5C=CC=CC5)C=6C=CC=CC6)([P](C=7C=CC=CC7)(C=8C=CC=CC8)C=9C=CC=CC9)[P](C=1C=CC=CC1)(C=1C=CC=CC1)C=1C=CC=CC1 (Tetrakis(triphenylphosphine)palladium(0)), [C-]#N.[C-]#N.[Zn+2] (Zn(CN)2). Reaction conditions: time 1 hour. Yields the product ClC=1C=C(C=C(C1)Cl)C1(CC(=NO1)C1=CC(=C(S1)C)C#N)C(F)(F)F (5-[5-(3,5-dichloro-phenyl)-5-trifluoromethyl-4,5-dihydro-isoxazol-3-yl]-2-methyl-thiophene-3-carbonitrile). RXN SMILES: Br[C:2]1[CH:3]=[C:4]([C:8]2[CH2:12][C:11]([C:17]3[CH:22]=[C:21]([Cl:23])[CH:20]=[C:19]([Cl:24])[CH:18]=3)([C:13]([F:16])([F:15])[F:14])[O:10][N:9]=2)[S:5][C:6]=1[CH3:7].[CH3:25][N:26](C=O)C>C1C=CC([P]([Pd]([P](C2C=CC=CC=2)(C2C=CC=CC=2)C2C=CC=CC=2)([P](C2C=CC=CC=2)(C2C=CC=CC=2)C2C=CC=CC=2)[P](C2C=CC=CC=2)(C2C=CC=CC=2)C2C=CC=CC=2)(C2C=CC=CC=2)C2C=CC=CC=2)=CC=1.[C-]#N.[C-]#N.[Zn+2]>[Cl:24][C:19]1[CH:18]=[C:17]([C:11]2([C:13]([F:16])([F:15])[F:14])[O:10][N:9]=[C:8]([C:4]3[S:5][C:6]([CH3:7])=[C:2]([C:25]#[N:26])[CH:3]=3)[CH2:12]2)[CH:22]=[C:21]([Cl:23])[CH:20]=1 |f:3.4.5,^1:33,35,54,73|. Reported procedure: Tetrakis(triphenylphosphine)palladium(0) (1.2 g) is added to a solution of Zn(CN)2 (1.2 g) and 3-(4-bromo-5-methyl-thiophen-2-yl)-5-(3,5-dichloro-phenyl)-5-trifluoromethyl-4,5-dihydro-isoxazole (4.6 g) in DMF (12 ml). After 1 h at 120° C. in the microwave, the reaction is quenched with water (150 ml) and ethyl acetate (100 ml) and filtered over celite. The aqueous phase is separated and further extracted two times with ethyl acetate. The organic phases are combined, washed with a saturated aqueo... The reactants are CO, COC(=O)c1cc(Oc2nc3cc(-c4ccc5ccccc5c4)c(Cl)cc3[nH]2)ccc1C, [Na+], [OH-]. Product: Cc1ccc(Oc2nc3cc(-c4ccc5ccccc5c4)c(Cl)cc3[nH]2)cc1C(=O)O. As a reaction SMILES: [CH3:35][OH:36].[Cl:1][c:2]1[c:3](-[c:23]2[cH:24][c:25]3[cH:26][cH:27][cH:28][cH:29][c:30]3[cH:31][cH:32]2)[cH:4][c:5]2[c:6]([nH:7][c:8]([O:10][c:11]3[cH:12][cH:13][c:14]([CH3:21])[c:15]([C:16](=[O:17])[O:18][CH3:19])[cH:20]3)[n:9]2)[cH:22]1.[Na+:34].[OH-:33]>>[Cl:1][c:2]1[c:3](-[c:23]2[cH:24][c:25]3[cH:26][cH:27][cH:28][cH:29][c:30]3[cH:31][cH:32]2)[cH:4][c:5]2[c:6]([nH:7][c:8]([O:10][c:11]3[cH:12][cH:13][c:14]([CH3:21])[c:15]([C:16](=[O:17])[OH:18])[cH:20]3)[n:9]2)[cH:22]1.